Dataset: the Open Reaction Database (ORD), a public repository of structured organic reaction records. Task: describe an organic reaction: reactants, conditions, products, and yield Reactants: NC1=C(C=NN1CCO)N=O (5-amino-1-(2-hydroxyethyl)-4-nitrosopyrazole), S(O)(O)(=O)=O (sulfuric acid). Reagents/catalysts: [Pd] (palladium on carbon). The solvent is O (water). The product is S(O)(O)(=O)=O.NC=1C=NN(C1N)CCO (4,5-diamino-1-(2-hydroxyethyl)pyrazole sulfuric acid salt). As a reaction SMILES: [NH2:1][C:2]1[N:6]([CH2:7][CH2:8][OH:9])[N:5]=[CH:4][C:3]=1[N:10]=O.[S:12](=[O:16])(=[O:15])([OH:14])[OH:13]>[Pd].O>[S:12](=[O:14])(=[O:13])([OH:16])[OH:15].[NH2:10][C:3]1[CH:4]=[N:5][N:6]([CH2:7][CH2:8][OH:9])[C:2]=1[NH2:1] |f:4.5|. Procedure: A solution of 5-amino-1-(2-hydroxyethyl)-4-nitrosopyrazole (97 g) in a mixed solvent of sulfuric acid (34 ml) and water (2000 ml) was treated with 10% palladium on carbon (10 g) under a hydrogen atmosphere at room temperature for 4 days. After the catalyst was filtered off, the filtrate was concentrated in vacuo. The residue was triturated with methanol and dried in vacuo to give 4,5-diamino-1-(2-hydroxyethyl)pyrazole sulfuric acid salt (90.2 g) as a solid. The reactants are ClCCl, Cl, COC(=O)C(N)c1ccccc1, CC(C)CC(O)C(=O)O, On1nnc2ccccc21. The product is COC(=O)C(NC(=O)C(O)CC(C)C)c1ccccc1. As a reaction SMILES: [Cl:33][CH2:34][Cl:35].[ClH:13].[NH2:1][CH:2]([C:3](=[O:4])[O:5][CH3:6])[c:7]1[cH:8][cH:9][cH:10][cH:11][cH:12]1.[OH:14][CH:15]([C:16](=[O:17])[OH:18])[CH2:19][CH:20]([CH3:21])[CH3:22].[OH:23][n:24]1[c:25]2[c:26]([cH:27][cH:28][cH:29][cH:30]2)[n:31][n:32]1>>[NH:1]([CH:2]([C:3](=[O:4])[O:5][CH3:6])[c:7]1[cH:8][cH:9][cH:10][cH:11][cH:12]1)[C:16]([CH:15]([OH:14])[CH2:19][CH:20]([CH3:21])[CH3:22])=[O:17]. Starting materials: NCCC1=CNC2=CC=CC=C12 (tryptamine), C(C1=CC=CC=C1)(=O)C(C(=O)OCC)CCCCl ((±)-ethyl 2-benzoyl-5-chloro-valerate), ClC1=CC=CC=C1 (chlorobenzene). Run in O (water). Yields the product C1(=CC=CC=C1)C1=C(C(=O)OCC)CCCN1CCC1=CNC2=CC=CC=C12 (Ethyl 2-phenyl-1-[2-(3-indolyl)-ethyl]-1,4,5,6-tetrahydronicotinate). RXN SMILES: [NH2:1][CH2:2][CH2:3][C:4]1[C:12]2[C:7](=[CH:8][CH:9]=[CH:10][CH:11]=2)[NH:6][CH:5]=1.[C:13]([CH:21]([CH2:27][CH2:28][CH2:29]Cl)[C:22]([O:24][CH2:25][CH3:26])=[O:23])(=O)[C:14]1[CH:19]=[CH:18][CH:17]=[CH:16][CH:15]=1.ClC1C=CC=CC=1>O>[C:14]1([C:13]2[N:1]([CH2:2][CH2:3][C:4]3[C:12]4[C:7](=[CH:8][CH:9]=[CH:10][CH:11]=4)[NH:6][CH:5]=3)[CH2:29][CH2:28][CH2:27][C:21]=2[C:22]([O:24][CH2:25][CH3:26])=[O:23])[CH:19]=[CH:18][CH:17]=[CH:16][CH:15]=1. Procedure: 0.273 g. (0.0017 mole) of tryptamine are added to a solution of 0.229 g. (0.00085 mole) of (±)-ethyl 2-benzoyl-5-chloro-valerate prepared according to Example 29 in 5 ml. of chlorobenzene, and the reaction mixture is heated on an oil bath of 150° C. for 5 hours, with stirring, while the water formed is allowed to distill off slowly together with chlorobenzene. After cooling the precipitate is filtered off, washed with chlorobenzene, and the combined chlorobenzene solution is evaporated from a ba... The reactants are C1COCCN1, COCc1nccc(Cl)n1, Cl, C1CCOC1, O. The product is COCc1nccc(N2CCOCC2)n1. RXN SMILES: [CH2:1]1[CH2:2][O:3][CH2:4][CH2:5][NH:6]1.[CH3:7][O:8][CH2:9][c:10]1[n:11][cH:12][cH:13][c:14]([Cl:16])[n:15]1.[ClH:18].[O:19]1[CH2:20][CH2:21][CH2:22][CH2:23]1.[OH2:17]>>[CH2:1]1[CH2:2][O:3][CH2:4][CH2:5][N:6]1[c:14]1[cH:13][cH:12][n:11][c:10]([CH2:9][O:8][CH3:7])[n:15]1. Starting materials: CSC(=CC(C(F)(F)F)=O)SC (1,1-bismethylthio-4,4,4-trifluoro-1-buten-3-one), CSC(=CC(C(F)(F)F)=O)SC (1, 1-bismethylthio-4,4,4-trifluoro-1-buten-3-one), product, ClC1=CC=C(C=N1)CN (6-chloro-3pyridylmethylamine). Run in C(C)O (ethanol). Run at temperature 20 celsius. The product is ClC1=CC=C(C=N1)CNC(=CC(C(F)(F)F)=O)SC (1-(6-chloro-3- pyridylmethyl) amino-1-methylthio-4,4,4-trifluoro-1-buten-3-one). As a reaction SMILES: [CH3:1][S:2][C:3](SC)=[CH:4][C:5](=[O:10])[C:6]([F:9])([F:8])[F:7].[Cl:13][C:14]1[N:19]=[CH:18][C:17]([CH2:20][NH2:21])=[CH:16][CH:15]=1>C(O)C>[Cl:13][C:14]1[N:19]=[CH:18][C:17]([CH2:20][NH:21][C:3]([S:2][CH3:1])=[CH:4][C:5](=[O:10])[C:6]([F:9])([F:8])[F:7])=[CH:16][CH:15]=1. Procedure details: The product of Example 1, 1, 1-bismethylthio-4,4,4-trifluoro-1-buten-3-one, (4.32 g, 0.02 mol) and the product of Example 4, 6-chloro-3pyridylmethylamine (2.85 g, 0.02 mol) were dissolved in ethanol (50 ml). The resulting solution was heated under reflux for 2 hours under an atmosphere of nitrogen. The resulting mixture was cooled to ambient temperature (20° C.) and the solvent removed by evaporation under reduced pressure. The residue was chromatographically purified using a silica gel column e... Reactants: NC1=CC(=C(C=C1F)NC[C@H](COCC1=CC=CC=C1)O)C#CC(COCC1=CC=CC=C1)(C)C ((R)-1-((4-amino-2-(4-(benzyloxy)-3,3-dimethylbut-1-yn-1-yl)-5-fluorophenyl)amino)-3-(benzyloxy)propan-2-ol). Reagents/catalysts: [Cu]I (CuI). The solvent is C(C)#N (acetonitrile). Conditions: temperature 80 celsius, time 2 hour. Yields the product NC=1C=C2C=C(N(C2=CC1F)C[C@H](COCC1=CC=CC=C1)O)C(COCC1=CC=CC=C1)(C)C ((R)-1-(5-amino-2-(1-(benzyloxy)-2-methylpropan-2-yl)-6-fluoro-1H-indol-1-yl)-3-(benzyloxy)propan-2-ol). Isolated yield 27.0%. RXN SMILES: [NH2:1][C:2]1[C:7]([F:8])=[CH:6][C:5]([NH:9][CH2:10][C@@H:11]([OH:21])[CH2:12][O:13][CH2:14][C:15]2[CH:20]=[CH:19][CH:18]=[CH:17][CH:16]=2)=[C:4]([C:22]#[C:23][C:24]([CH3:35])([CH3:34])[CH2:25][O:26][CH2:27][C:28]2[CH:33]=[CH:32][CH:31]=[CH:30][CH:29]=2)[CH:3]=1>C(#N)C.[Cu]I>[NH2:1][C:2]1[CH:3]=[C:4]2[C:5](=[CH:6][C:7]=1[F:8])[N:9]([CH2:10][C@@H:11]([OH:21])[CH2:12][O:13][CH2:14][C:15]1[CH:20]=[CH:19][CH:18]=[CH:17][CH:16]=1)[C:23]([C:24]([CH3:35])([CH3:34])[CH2:25][O:26][CH2:27][C:28]1[CH:29]=[CH:30][CH:31]=[CH:32][CH:33]=1)=[CH:22]2. Reported procedure: Bis-acetonitriledichloropalladium (0.1 eq) and CuI (0.1 eq) are charged to the reactor and then suspended in a solution of (R)-1-((4-amino-2-(4-(benzyloxy)-3,3-dimethylbut-1-yn-1-yl)-5-fluorophenyl)amino)-3-(benzyloxy)propan-2-ol obtained above (1 eq) in acetonitrile (9.5 vol total). The mixture is sparged with nitrogen gas for 1 h and then is heated to 80° C. The reaction progress is monitored by HPLC and the reaction is typically complete within 1-3 h. The mixture is filtered through Celite an...